Dataset: the Open Reaction Database (ORD), a public repository of structured organic reaction records. Task: describe an organic reaction: reactants, conditions, products, and yield Starting materials: N[C@@H](C(C)C)C(=O)O (L-valine), C(C)(C)(C)N=C=O (tert-butyl isocyanate). The solvent is [OH-].[Na+] (sodium hydroxide), [OH-].[Na+] (sodium hydroxide), O1CCCC1 (tetrahydrofuran). Conditions: time 8 hour. Product: C(C)(C)(C)NC(=O)N[C@@H](C(C)C)C(=O)O (N-tert-butylcarbamoyl-L-valine). Isolated yield 76.2%. Reaction SMILES: [NH2:1][C@H:2]([C:6]([OH:8])=[O:7])[CH:3]([CH3:5])[CH3:4].[C:9]([N:13]=[C:14]=[O:15])([CH3:12])([CH3:11])[CH3:10]>[OH-].[Na+].O1CCCC1>[C:9]([NH:13][C:14]([NH:1][C@H:2]([C:6]([OH:8])=[O:7])[CH:3]([CH3:5])[CH3:4])=[O:15])([CH3:12])([CH3:11])[CH3:10] |f:2.3|. Reported procedure: 4.69 g of L-valine was dissolved in 40 ml of a 1N sodium hydroxide aqueous solution, and 5 ml of tetrahydrofuran was added to the solution. While stirring, 4.00 g of tert-butyl isocyanate was added, and the stirring was continued overnight at room temperature. After 10 ml of a 1N sodium hydroxide aqueous solution was added to the reaction mixture, the mixture was washed twice with 50 ml of ethyl acetate and acidified with 6N hydrochloric acid. Then, the reaction mixture was extracted twice with ... The reactants are C1=CC=CC=2C3=CC=CC=C3C=CC12 (Phenanthrene), S(O)(O)(=O)=O (sulfuric acid), [Cl-].[Ba+2].[Cl-] (barium chloride). The product is C1=C(C=CC=2C3=CC=CC=C3C=CC12)S(=O)(=O)[O-].[Ba+2].C1=C(C=CC=2C3=CC=CC=C3C=CC12)S(=O)(=O)[O-] (barium 2-phenanthrenesulfonate). RXN SMILES: [CH:1]1[C:14]2[CH:13]=[CH:12][C:11]3[C:6](=[CH:7][CH:8]=[CH:9][CH:10]=3)[C:5]=2[CH:4]=[CH:3][CH:2]=1.[S:15](=[O:19])(=[O:18])([OH:17])[OH:16].[Cl-].[Ba+2:21].[Cl-]>>[CH:1]1[C:14]2[CH:13]=[CH:12][C:11]3[C:6](=[CH:7][CH:8]=[CH:9][CH:10]=3)[C:5]=2[CH:4]=[CH:3][C:2]=1[S:15]([O-:18])(=[O:17])=[O:16].[Ba+2:21].[CH:1]1[C:14]2[CH:13]=[CH:12][C:11]3[C:6](=[CH:7][CH:8]=[CH:9][CH:10]=3)[C:5]=2[CH:4]=[CH:3][C:2]=1[S:15]([O-:17])(=[O:19])=[O:16] |f:2.3.4,5.6.7|. Procedure details: Phenanthrene is sulfonated with concentrated sulfuric acid and then treated with barium chloride to obtain barium 2-phenanthrenesulfonate. The resulting barium salt is subjected to alkali fusion in an electric oven and then treated with hydrochloric acid to obtain 2-phenanthrol. 2-Phenanthrol is subjected to oxidative coupling in the presence of a copper-amine complex to synthesize racemic 1,1'-biphenanthryl-2,2'-diol (I). The resulting diol is reacted with optically active phenylethylamine and ... The reactants are [Al+3], Cc1cccnc1C1CC(C)(C)Oc2ccccc21, CC(=O)Cl, [Cl-], [Cl-], [Cl-], C[N+](=O)[O-], [Na+], [OH-]. Yields the product CC(=O)c1ccc2c(c1)C(c1ncccc1C)CC(C)(C)O2. Reaction SMILES: [Al+3:21].[CH3:1][C:2]1([CH3:19])[O:3][c:4]2[c:5]([cH:15][cH:16][cH:17][cH:18]2)[CH:6]([c:8]2[n:9][cH:10][cH:11][cH:12][c:13]2[CH3:14])[CH2:7]1.[CH3:24][C:25]([Cl:26])=[O:27].[Cl-:20].[Cl-:22].[Cl-:23].[N+:30]([CH3:31])([O-:32])=[O:33].[Na+:29].[OH-:28]>>[CH3:1][C:2]1([CH3:19])[O:3][c:4]2[c:5]([cH:15][c:16]([C:25]([CH3:24])=[O:27])[cH:17][cH:18]2)[CH:6]([c:8]2[n:9][cH:10][cH:11][cH:12][c:13]2[CH3:14])[CH2:7]1.